This data is from the Open Reaction Database (ORD), a public repository of structured organic reaction records. The task is: describe an organic reaction: reactants, conditions, products, and yield The reactants are CC(=O)[O-], CCO, N, [NH4+], CN(C)C=O, Oc1ccccn1, N#Cc1cnccc1O, O=P(Cl)(Cl)Cl. Product: N#Cc1cnccc1Cl. RXN SMILES: [CH3:12][C:13](=[O:14])[O-:15].[CH3:33][CH2:34][OH:35].[NH3:10].[NH4+:11].[O:28]=[CH:29][N:30]([CH3:31])[CH3:32].[OH:16][c:17]1[cH:18][cH:19][cH:20][cH:21][n:22]1.[OH:1][c:2]1[cH:3][cH:4][n:5][cH:6][c:7]1[C:8]#[N:9].[P:23]([Cl:24])([Cl:25])([Cl:26])=[O:27]>>[c:2]1([Cl:25])[cH:3][cH:4][n:5][cH:6][c:7]1[C:8]#[N:9]. Starting materials: Cl.Cl.FC=1C=CC2=C(N(C(=N2)[C@H](C)N)C2=CC=CC=C2)C1 ((S)-1-(6-fluoro-1-phenyl-1H-benzoimidazol-2-yl)ethylamine dihydrochloride), ClC1=C2N=CN(C2=NC=N1)C1OCCCC1 (6-chloro-9-(tetrahydropyran-2-yl)-9H-purine), CCN(C(C)C)C(C)C (DIPEA). Solvent: CC(C)O (IPA). Reaction conditions: temperature 80 celsius. Product: FC=1C=CC2=C(N(C(=N2)[C@H](C)NC2=C3N=CN(C3=NC=N2)C2OCCCC2)C2=CC=CC=C2)C1 ([(S)-1-(6-Fluoro-1-phenyl-1H-benzoimidazol-2-yl)ethyl]-[9-(tetrahydropyran-2-yl)-9H-purin-6-yl]amine). The yield is 70.0%. Reaction SMILES: Cl.Cl.[F:3][C:4]1[CH:5]=[CH:6][C:7]2[N:11]=[C:10]([C@@H:12]([NH2:14])[CH3:13])[N:9]([C:15]3[CH:20]=[CH:19][CH:18]=[CH:17][CH:16]=3)[C:8]=2[CH:21]=1.Cl[C:23]1[N:31]=[CH:30][N:29]=[C:28]2[C:24]=1[N:25]=[CH:26][N:27]2[CH:32]1[CH2:37][CH2:36][CH2:35][CH2:34][O:33]1.CCN(C(C)C)C(C)C>CC(O)C>[F:3][C:4]1[CH:5]=[CH:6][C:7]2[N:11]=[C:10]([C@@H:12]([NH:14][C:23]3[N:31]=[CH:30][N:29]=[C:28]4[C:24]=3[N:25]=[CH:26][N:27]4[CH:32]3[CH2:37][CH2:36][CH2:35][CH2:34][O:33]3)[CH3:13])[N:9]([C:15]3[CH:16]=[CH:17][CH:18]=[CH:19][CH:20]=3)[C:8]=2[CH:21]=1 |f:0.1.2|. Procedure details: To a solution of (S)-1-(6-fluoro-1-phenyl-1H-benzoimidazol-2-yl)ethylamine dihydrochloride (30.7 g, 93.7 mmol) in IPA (300 mL) was added 6-chloro-9-(tetrahydropyran-2-yl)-9H-purine (26.9 g, 112.5 mmol) and DIPEA (48 mL, 281.2 mmol) and the reaction mixture heated at 80° C. for 16 h. The reaction mixture was concentrated in vacuo and the residue dissolved in EtOAc (600 mL). The solution was washed with water and the organic fraction separated. The organic fraction was washed with brine, dried (Mg... The reactants are C1CN2CCN1CC2, CC(C)S(=O)(=O)c1ccccc1S(=O)(=O)N=C=O, ClCCl, Cc1cc(C)nc(N)n1. Product: Cc1cc(C)nc(NC(=O)NS(=O)(=O)c2ccccc2S(=O)(=O)C(C)C)n1. Reaction SMILES: [CH2:28]1[N:29]2[CH2:30][CH2:31][N:32]([CH2:33][CH2:34]2)[CH2:35]1.[CH3:1][CH:2]([CH3:3])[S:4](=[O:5])(=[O:6])[c:7]1[c:8]([S:13](=[O:14])(=[O:15])[N:16]=[C:17]=[O:18])[cH:9][cH:10][cH:11][cH:12]1.[Cl:36][CH2:37][Cl:38].[NH2:19][c:20]1[n:21][c:22]([CH3:27])[cH:23][c:24]([CH3:26])[n:25]1>>[CH3:1][CH:2]([CH3:3])[S:4](=[O:5])(=[O:6])[c:7]1[c:8]([S:13](=[O:14])(=[O:15])[NH:16][C:17](=[O:18])[NH:19][c:20]2[n:21][c:22]([CH3:27])[cH:23][c:24]([CH3:26])[n:25]2)[cH:9][cH:10][cH:11][cH:12]1. Starting materials: C(OCCl)(OC1=CC=CC=C1)=O (Chloromethyl phenyl carbonate), C(C)(=O)NC=1C(=C(C(=C(C1I)C(=O)[O-])I)N(C)C(C)=O)I.[K+] (potassium 5-(N-acetylamino)-3-(N-acetyl-N-methylamino)-2,4,6-triiodobenzenecarboxylate), [I-].[Na+] (sodium iodide). The solvent is CN(C)C=O (DMF). Reaction conditions: temperature 50 celsius, time 18 hour. The product is C(C)(=O)NC=1C(=C(C(=C(C1I)C(=O)OCOC(=O)OC1=CC=CC=C1)I)N(C)C(C)=O)I (Phenyloxycarbonyloxymethyl 5-(N-acetylamino)-3-(N-acetyl-N-methylamino)-2,4,6 -triiodobenzenecarboxylate). Reaction SMILES: [C:1](=[O:12])([O:5][C:6]1[CH:11]=[CH:10][CH:9]=[CH:8][CH:7]=1)[O:2][CH2:3]Cl.[C:13]([NH:16][C:17]1[C:18]([I:33])=[C:19]([N:28]([C:30](=[O:32])[CH3:31])[CH3:29])[C:20]([I:27])=[C:21]([C:24]([O-:26])=[O:25])[C:22]=1[I:23])(=[O:15])[CH3:14].[K+].[I-].[Na+]>CN(C=O)C>[C:13]([NH:16][C:17]1[C:18]([I:33])=[C:19]([N:28]([C:30](=[O:32])[CH3:31])[CH3:29])[C:20]([I:27])=[C:21]([C:24]([O:26][CH2:3][O:2][C:1]([O:5][C:6]2[CH:11]=[CH:10][CH:9]=[CH:8][CH:7]=2)=[O:12])=[O:25])[C:22]=1[I:23])(=[O:15])[CH3:14] |f:1.2,3.4|. Procedure: Chloromethyl phenyl carbonate (0.50 g, 2.7 mmol) was added at room temperature to a solution of potassium 5-(N-acetylamino)-3-(N-acetyl-N-methylamino)-2,4,6-triiodobenzenecarboxylate (1.62 g, 2.4 mmol) and sodium iodide (0.038 g, 0.25 mmol) in dry DMF (15 ml). After stirring at 50° C. for 5 hours and at room temperature for 18 hours the solvent was removed at reduced pressure. The residue was suspended in chloroform (25 ml) and washed four times with a saturated sodium hydrogen carbonate solutio... Reactants: O=S(=O)(Cl)c1ccc(Br)cc1, CCCCn1c(=O)n(Cc2ccccc2F)c(=O)c2[nH]c(Cc3ccc(N)cc3)nc21. Yields the product CCCCn1c(=O)n(Cc2ccccc2F)c(=O)c2[nH]c(Cc3ccc(NS(=O)(=O)c4ccc(Br)cc4)cc3)nc21. As a reaction SMILES: [Br:32][c:33]1[cH:34][cH:35][c:36]([S:39](=[O:40])(=[O:41])[Cl:42])[cH:37][cH:38]1.[NH2:1][c:2]1[cH:3][cH:4][c:5]([CH2:6][c:7]2[n:8][c:9]3[n:10]([CH2:26][CH2:27][CH2:28][CH3:29])[c:11](=[O:25])[n:12]([CH2:17][c:18]4[c:19]([F:24])[cH:20][cH:21][cH:22][cH:23]4)[c:13](=[O:16])[c:14]3[nH:15]2)[cH:30][cH:31]1>>[NH:1]([c:2]1[cH:3][cH:4][c:5]([CH2:6][c:7]2[n:8][c:9]3[n:10]([CH2:26][CH2:27][CH2:28][CH3:29])[c:11](=[O:25])[n:12]([CH2:17][c:18]4[c:19]([F:24])[cH:20][cH:21][cH:22][cH:23]4)[c:13](=[O:16])[c:14]3[nH:15]2)[cH:30][cH:31]1)[S:39]([c:36]1[cH:35][cH:34][c:33]([Br:32])[cH:38][cH:37]1)(=[O:40])=[O:41]. The reactants are CC1(c2ccc3c(Cl)c(OC4CCC(C(C)(C)C)CC4)c(Cl)c(Cl)c3c2)COC(=O)N1, CC(N)(CO)c1ccc2c(-c3ccc(OC(F)(F)F)cc3)c(OC3CCC(C(C)(C)C)CC3)ccc2c1. The product is CC(N)(CO)c1ccc2c(Cl)c(OC3CCC(C(C)(C)C)CC3)c(Cl)c(Cl)c2c1. RXN SMILES: [C:38]([CH3:39])([CH3:40])([CH3:41])[CH:42]1[CH2:43][CH2:44][CH:45]([O:48][c:49]2[c:50]([Cl:68])[c:51]3[cH:52][cH:53][c:54]([C:61]4([CH3:67])[NH:62][C:63](=[O:66])[O:64][CH2:65]4)[cH:55][c:56]3[c:57]([Cl:60])[c:58]2[Cl:59])[CH2:46][CH2:47]1.[NH2:1][C:2]([c:3]1[cH:4][cH:5][c:6]2[c:7]([cH:8][cH:9][c:10]([O:11][CH:12]3[CH2:13][CH2:14][CH:15]([C:16]([CH3:17])([CH3:18])[CH3:19])[CH2:20][CH2:21]3)[c:22]2-[c:23]2[cH:24][cH:25][c:26]([O:27][C:28]([F:29])([F:30])[F:31])[cH:32][cH:33]2)[cH:34]1)([CH3:35])[CH2:36][OH:37]>>[C:38]([CH3:39])([CH3:40])([CH3:41])[CH:42]1[CH2:43][CH2:44][CH:45]([O:48][c:49]2[c:50]([Cl:68])[c:51]3[cH:52][cH:53][c:54]([C:61]([NH2:62])([CH2:65][OH:64])[CH3:67])[cH:55][c:56]3[c:57]([Cl:60])[c:58]2[Cl:59])[CH2:46][CH2:47]1. Run in C(C)O (ethanol). Product: ClC1=CC=C(C=C1)C=CC(C(CC1=CC=CC=C1)C1=CC=CC=C1)=O (1-(p-Chlorophenyl)-4,5-diphenyl-1-penten-3-one). Procedure: A 20% sodium hydroxide solution (10 ml.) is added to a stirred solution of p-chlorobenzaldehyde (19.4 g., 0.138 mole) and 3,4-diphenyl-2-butanone (31.06 g., 0.138 mole) in ethanol (400 ml.). The cream-colored solid that separates is collected, washed with water, and dried at 90°C., yield 41.13 g., m.p. 113°-115°C. Recrystallization from ethanol gives material with m.p. 117°-118.5 C. As a reaction SMILES: [OH-].[Na+].[Cl:3][C:4]1[CH:11]=[CH:10][C:7]([CH:8]=O)=[CH:6][CH:5]=1.[C:12]1([CH:18]([CH2:22][C:23]2[CH:28]=[CH:27][CH:26]=[CH:25][CH:24]=2)[C:19](=[O:21])[CH3:20])[CH:17]=[CH:16][CH:15]=[CH:14][CH:13]=1>C(O)C>[Cl:3][C:4]1[CH:11]=[CH:10][C:7]([CH:8]=[CH:20][C:19](=[O:21])[CH:18]([C:12]2[CH:17]=[CH:16][CH:15]=[CH:14][CH:13]=2)[CH2:22][C:23]2[CH:28]=[CH:27][CH:26]=[CH:25][CH:24]=2)=[CH:6][CH:5]=1 |f:0.1|. The reactants are [OH-].[Na+] (sodium hydroxide), ClC1=CC=C(C=O)C=C1 (p-chlorobenzaldehyde), C1(=CC=CC=C1)C(C(C)=O)CC1=CC=CC=C1 (3,4-diphenyl-2-butanone).